Dataset: the Open Reaction Database (ORD), a public repository of structured organic reaction records. Task: describe an organic reaction: reactants, conditions, products, and yield Starting materials: ClC=1C=C(C(=CC1)OC(C)C#N)C(=O)[O-] (3-Chloro-6-(1-cyanoethoxy)-phenyl-formate), [OH-].[K+] (potassium hydroxide), Cl (hydrochloric acid). Run in alcohol. Run at time 8 hour. Product: ClC=1C=C(C(=CC1)OC(C)C#N)O (3-chloro-6-(1-cyanoethoxy)-phenol). As a reaction SMILES: [Cl:1][C:2]1[CH:3]=[C:4](C([O-])=O)[C:5]([O:8][CH:9]([C:11]#[N:12])[CH3:10])=[CH:6][CH:7]=1.[OH-:16].[K+].Cl>>[Cl:1][C:2]1[CH:3]=[C:4]([OH:16])[C:5]([O:8][CH:9]([C:11]#[N:12])[CH3:10])=[CH:6][CH:7]=1 |f:1.2|. Reported procedure: 3-Chloro-6-(1-cyanoethoxy)-phenyl-formate (56.4 g., 0.25 mole) is added to a solution of 85% potassium hydroxide (17.1 g., 0.26 mole) in 95% alcohol (200 ml.) at ambient temperature, and the mixture then stirred overnight under nitrogen. The reaction mixture is treated with a slight excess of dilute hydrochloric acid, and most of the alcohol removed under reduced pressure. The product is extracted with ether, the ethereal extract is washed with water, then with 5% sodium carbonate solution and a... Reactants: C(C)C1C(CC(C1)SCC(F)(F)F)C1=NN=C2N1C1=C(N=C2)N(C=C1)COCC[Si](C)(C)C (1-(2-ethyl-4-(2,2,2-trifluoroethylthio)cyclopentyl)-6-((2-(trimethylsilyl)ethoxy)methyl)-6H-pyrrolo[2,3-e][1,2,4]triazolo[4,3-a]pyrazine), C1=CC(=CC(=C1)Cl)C(=O)OO (m-CPBA). The solvent is C(Cl)Cl (DCM). Conditions: time 0.5 hour. Yields the product C[Si](CCOCN1C=CC2=C1N=CC=1N2C=NN1)(C)C (6-((2-(trimethylsilyl)ethoxy)methyl)-6H-pyrrolo[2,3-e][1,2,4]triazolo[4,3-a]pyrazine). Isolated yield 164.1%. As a reaction SMILES: C(C1CC(SCC(F)(F)F)CC1[C:14]1[N:18]2[C:19]3[CH:25]=[CH:24][N:23]([CH2:26][O:27][CH2:28][CH2:29][Si:30]([CH3:33])([CH3:32])[CH3:31])[C:20]=3[N:21]=[CH:22][C:17]2=[N:16][N:15]=1)C.C1C=C(Cl)C=C(C(OO)=O)C=1>C(Cl)Cl>[CH3:31][Si:30]([CH3:33])([CH3:32])[CH2:29][CH2:28][O:27][CH2:26][N:23]1[C:20]2[N:21]=[CH:22][C:17]3[N:18]([CH:14]=[N:15][N:16]=3)[C:19]=2[CH:25]=[CH:24]1. Reported procedure: To a mixture of 1-(2-ethyl-4-(2,2,2-trifluoroethylthio)cyclopentyl)-6-((2-(trimethylsilyl)ethoxy)methyl)-6H-pyrrolo[2,3-e][1,2,4]triazolo[4,3-a]pyrazine (0.100 g, 0.200 mmol, Preparation #MMM.1) in DCM (0.667 mL) was added m-CPBA (0.090 g, 0.400 mmol). The reaction stirred at ambient temperature for about 0.5 h. The reaction mixture was quenched by the addition of saturated aqueous NaHCO3 (5 mL). The aqueous portion was extracted with DCM (2×10 mL). The combined organic layers were separated, dr... The reactants are CC=1N=C2N(C(C1CCCl)=O)C=C(C=C2)Cl (2-methyl-3-(2-chloroethyl)-7-chloro-4H-pyrido[1,2-a]pyrimidin-4-one), C1(=CC(=CC=C1)N1CCNCC1)C (1-(m-tolyl)piperazine). The solvent is C1(=CC=CC=C1)C (toluene). Yields the product CC=1N=C2N(C(C1CCN1CCN(CC1)C=1C=C(C=CC1)C)=O)C=C(C=C2)Cl (2-Methyl-3-[2-(4-m-tolyl-1-piperazinyl)ethyl]-7 -chloro-4H-pyrido[1,2-a]pyrimidin-4-one). Yield: 39.9%. Reaction SMILES: [CH3:1][C:2]1[N:3]=[C:4]2[CH:15]=[CH:14][C:13]([Cl:16])=[CH:12][N:5]2[C:6](=[O:11])[C:7]=1[CH2:8][CH2:9]Cl.[C:17]1([CH3:29])[CH:22]=[CH:21][CH:20]=[C:19]([N:23]2[CH2:28][CH2:27][NH:26][CH2:25][CH2:24]2)[CH:18]=1>C1(C)C=CC=CC=1>[CH3:1][C:2]1[N:3]=[C:4]2[CH:15]=[CH:14][C:13]([Cl:16])=[CH:12][N:5]2[C:6](=[O:11])[C:7]=1[CH2:8][CH2:9][N:26]1[CH2:27][CH2:28][N:23]([C:19]2[CH:18]=[C:17]([CH3:29])[CH:22]=[CH:21][CH:20]=2)[CH2:24][CH2:25]1. Procedure: A mixture of 1.3 g of 2-methyl-3-(2-chloroethyl)-7-chloro-4H-pyrido[1,2-a]pyrimidin-4-one, 2.1 g of 1-(m-tolyl)piperazine and 20 ml of toluene was refluxed for 30 hours. After completion of the reaction, the reaction mixture was filtered and the filtrate was concentrated under reduced pressure. The obtained residue was purified by means of column chromatography using alumina and recrystallized from a mixture of ethanol and n-hexane to give 0.8 g of the desired compound as pale yellow scales, m.p... Starting materials: ClCC(CCC1=CC=C(C=C1)Cl)=O (1-Chloro-4-(4-chlorophenyl)-2-butanone), N1C=NC=C1 (imidazole), O (water). Run in CN(C=O)C (dimethylformamide). Conditions: time 8 hour. Yields the product ClC1=CC=C(C=C1)CCC(CN1C=NC=C1)=O (1-[4-(4-chlorophenyl)butan-2-on-1-yl]imidazole). Yield: 79.4%. RXN SMILES: Cl[CH2:2][C:3](=[O:13])[CH2:4][CH2:5][C:6]1[CH:11]=[CH:10][C:9]([Cl:12])=[CH:8][CH:7]=1.[NH:14]1[CH:18]=[CH:17][N:16]=[CH:15]1.O>CN(C)C=O>[Cl:12][C:9]1[CH:10]=[CH:11][C:6]([CH2:5][CH2:4][C:3](=[O:13])[CH2:2][N:14]2[CH:18]=[CH:17][N:16]=[CH:15]2)=[CH:7][CH:8]=1. Procedure details: 1-Chloro-4-(4-chlorophenyl)-2-butanone (110 g) was added portionwise over half an hour to a stirred suspension of imidazole (175 g) in dimethylformamide (150 ml) at 0° C. and the mixture stirred overnight at ambient temperature. The resulting solution was poured into water (1500 ml) with seeding at the first sign of turbidity, and the precipitate filtered off and washed well with water and hexane. Chromatography of the product on silica gel (1 Kg.), eluting with 7% methanol in methylene chloride... Reactants: CC1=CC(=C(C(=O)OC)C(=C1)OC(C)=O)OC(C)=O (Methyl 4-methyl-2,6-diacetoxybenzoate), BrN1C(CCC1=O)=O (N-bromosuccinimide). Reagents/catalysts: BrN1C(CCC1=O)=O (N-bromosuccinimide), C(C1=CC=CC=C1)(=O)OOC(C1=CC=CC=C1)=O (benzoyl peroxide). Solvent: C(Cl)(Cl)(Cl)Cl (carbon tetrachloride). Run at time 3.5 hour. Product: BrCC1=CC(=C(C(=O)OC)C(=C1)OC(C)=O)OC(C)=O (methyl 4-bromomethyl-2,6-diacetoxy-benzoate). The yield is 61.6%. Reaction SMILES: [CH3:1][C:2]1[CH:11]=[C:10]([O:12][C:13](=[O:15])[CH3:14])[C:5]([C:6]([O:8][CH3:9])=[O:7])=[C:4]([O:16][C:17](=[O:19])[CH3:18])[CH:3]=1.[Br:20]N1C(=O)CCC1=O>C(Cl)(Cl)(Cl)Cl.C(OOC(=O)C1C=CC=CC=1)(=O)C1C=CC=CC=1.BrN1C(=O)CCC1=O>[Br:20][CH2:1][C:2]1[CH:3]=[C:4]([O:16][C:17](=[O:19])[CH3:18])[C:5]([C:6]([O:8][CH3:9])=[O:7])=[C:10]([O:12][C:13](=[O:15])[CH3:14])[CH:11]=1. Procedure: Methyl 4-methyl-2,6-diacetoxybenzoate (14.9 grams, 56.0 mmoles) was dissolved in carbon tetrachloride (200 mL), and N-bromosuccinimide (11.1 grams, 62.2 mmoles) and benzoyl peroxide (0.2 grams, 0.8 mmoles) were added. The mixture was refluxed under nitrogen. After 3.5 hours, an additional portion (0.2 grams) of N-bromosuccinimide was added. Reflux was continued for an additional hour. The reaction mixture was cooled to room temperature and then in ice for 1 hour, and the solid removed by filtrat... Reactants: Br, Br, O=N[O-], Cc1cnc(N)c(Cl)c1, N, [Na+], O. The product is Cc1cnc(Br)c(Cl)c1. RXN SMILES: [Br:10].[BrH:16].[N:11]([O-:12])=[O:13].[NH2:1][c:2]1[n:3][cH:4][c:5]([CH3:9])[cH:6][c:7]1[Cl:8].[NH3:15].[Na+:14].[OH2:17]>>[c:2]1([Br:16])[n:3][cH:4][c:5]([CH3:9])[cH:6][c:7]1[Cl:8].